Task: describe an organic reaction: reactants, conditions, products, and yield. Dataset: the Open Reaction Database (ORD), a public repository of structured organic reaction records Reactants: OB1OCC2=C1C=C(C=C2)NS(=O)(=O)C2=C(C=C(C=C2)NC(C(F)(F)F)=O)CCC(=O)OCC (ethyl 3-(2-(N-(1-hydroxy-1,3-dihydrobenzo[c][1,2]oxaborol-6-yl)sulfamoyl)-5-(2,2,2-trifluoroacetamido)phenyl)propanoate), [BH4-].[Na+] (NaBH4), CO (CH3OH). Run in C1CCOC1 (THF). Run at temperature 0 celsius. Product: NC1=CC(=C(C=C1)S(=O)(=O)NC=1C=CC2=C(B(OC2)O)C1)CCCO (4-Amino-N-(1-hydroxy-1,3-dihydrobenzo[c][1,2]oxaborol-6-yl)-2-(3-hydroxypropyl)benzenesulfonamide). Reaction SMILES: [OH:1][B:2]1[C:6]2[CH:7]=[C:8]([NH:11][S:12]([C:15]3[CH:20]=[CH:19][C:18]([NH:21]C(=O)C(F)(F)F)=[CH:17][C:16]=3[CH2:28][CH2:29][C:30](OCC)=[O:31])(=[O:14])=[O:13])[CH:9]=[CH:10][C:5]=2[CH2:4][O:3]1.[BH4-].[Na+].CO>C1COCC1>[NH2:21][C:18]1[CH:19]=[CH:20][C:15]([S:12]([NH:11][C:8]2[CH:9]=[CH:10][C:5]3[CH2:4][O:3][B:2]([OH:1])[C:6]=3[CH:7]=2)(=[O:13])=[O:14])=[C:16]([CH2:28][CH2:29][CH2:30][OH:31])[CH:17]=1 |f:1.2|. Procedure details: A mixture of ethyl 3-(2-(N-(1-hydroxy-1,3-dihydrobenzo[c][1,2]oxaborol-6-yl)sulfamoyl)-5-(2,2,2-trifluoroacetamido)phenyl)propanoate (1.6 g, 3.2 mmol), and NaBH4 (0.48 g, 12.8 mmol) in THF (30 mL) was stirred at 0° C. Then CH3OH (1 ml) was added dropwise into the mixture and stirred at r.t. overnight. The solvent was evaporated and the residue was extracted with EtOAc, washed with brine, dried over Na2SO4 and concentrated to give the crude product. The residue was purified by prep-HPLC (column: ... The reactants are ClC1=C(C=CC(=C1Cl)O)CCC(=O)C=1SC(=CC1)C1=CC=C(C=C1)C(F)(F)F (3-(2,3-dichloro-4-hydroxyphenyl)-1-(5-(4-(trifluoromethyl)phenyl)thien-2-yl)propan-1-one), BrCC(=O)OC(C)(C)C (tert-butyl bromoacetate). Product: ClC1=C(OCC(=O)OC(C)(C)C)C=CC(=C1Cl)CCC(C=1SC(=CC1)C1=CC=C(C=C1)C(F)(F)F)=O (Tert-butyl 2-(2,3-dichloro-4-(3-oxo-3-(5-(4-(trifluoromethyl)phenyl)thien-2-yl)propyl)phenoxy)-acetate). As a reaction SMILES: [Cl:1][C:2]1[C:7]([Cl:8])=[C:6]([OH:9])[CH:5]=[CH:4][C:3]=1[CH2:10][CH2:11][C:12]([C:14]1[S:15][C:16]([C:19]2[CH:24]=[CH:23][C:22]([C:25]([F:28])([F:27])[F:26])=[CH:21][CH:20]=2)=[CH:17][CH:18]=1)=[O:13].Br[CH2:30][C:31]([O:33][C:34]([CH3:37])([CH3:36])[CH3:35])=[O:32]>>[Cl:8][C:7]1[C:2]([Cl:1])=[C:3]([CH2:10][CH2:11][C:12](=[O:13])[C:14]2[S:15][C:16]([C:19]3[CH:24]=[CH:23][C:22]([C:25]([F:27])([F:28])[F:26])=[CH:21][CH:20]=3)=[CH:17][CH:18]=2)[CH:4]=[CH:5][C:6]=1[O:9][CH2:30][C:31]([O:33][C:34]([CH3:37])([CH3:36])[CH3:35])=[O:32]. Reported procedure: Tert-butyl 2-(2,3-dichloro-4-(3-oxo-3-(5-(4-(trifluoromethyl)phenyl)thien-2-yl)propyl)phenoxy)-acetate is prepared from 3-(2,3-dichloro-4-hydroxyphenyl)-1-(5-(4-(trifluoromethyl)phenyl)thien-2-yl)propan-1-one and tert-butyl bromoacetate according to general procedure D.